From a dataset of the Open Reaction Database (ORD), a public repository of structured organic reaction records. describe an organic reaction: reactants, conditions, products, and yield The reactants are CCNCC, C1CO1, CCO, O=[N+]([O-])c1ccc(OCC2CO2)cc1. Yields the product CCN(CC)CC(O)COc1ccc([N+](=O)[O-])cc1. As a reaction SMILES: [CH2:15]([CH3:16])[NH:17][CH2:18][CH3:19].[CH2:20]1[O:21][CH2:22]1.[CH3:23][CH2:24][OH:25].[N+:1](=[O:2])([O-:3])[c:4]1[cH:5][cH:6][c:7]([O:8][CH2:9][CH:10]2[O:11][CH2:12]2)[cH:13][cH:14]1>>[N+:1](=[O:2])([O-:3])[c:4]1[cH:5][cH:6][c:7]([O:8][CH2:9][CH:10]([OH:11])[CH2:12][N:17]([CH2:15][CH3:16])[CH2:18][CH3:19])[cH:13][cH:14]1. The reactants are C(CCCCC)[SiH](Cl)Cl (n-hexyldichlorosilane), C1=CCCCC1 (cyclohexene). The reagents and catalysts are [H+].[H+].Cl[Pt-2](Cl)(Cl)(Cl)(Cl)Cl (chloroplatinic acid). Conditions: temperature 40 celsius, time 20 hour. Yields the product C(CCCCC)[Si](Cl)(Cl)C1CCCCC1 (hexylcyclohexyldichlorosilane). RXN SMILES: [CH2:1]([SiH:7]([Cl:9])[Cl:8])[CH2:2][CH2:3][CH2:4][CH2:5][CH3:6].[CH:10]1[CH2:15][CH2:14][CH2:13][CH2:12][CH:11]=1>[H+].[H+].Cl[Pt-2](Cl)(Cl)(Cl)(Cl)Cl>[CH2:1]([Si:7]([CH:10]1[CH2:15][CH2:14][CH2:13][CH2:12][CH2:11]1)([Cl:9])[Cl:8])[CH2:2][CH2:3][CH2:4][CH2:5][CH3:6] |f:2.3.4|. Reported procedure: This n-hexyldichlorosilane in an amount of 30.5 g (0.165 mol), 17.2 g of cyclohexene (0.21 mol) and 0.05 mol % of chloroplatinic acid (relative to hexyldichlorosilane) were subjected to reaction in a flask with stirring at a temperature of 40° C. for 20 hours. No hexylcyclohexyldichlorosilane was obtained. The reactants are C1CC2CCC1CNC2, CCN(C(C)C)C(C)C, ClC(Cl)Cl, O=S(=O)(Cl)c1ccc2c(Cl)cccc2c1, O=S(=O)(Cl)c1cccc2c(Cl)cccc12. The product is O=S(=O)(c1ccc2c(Cl)cccc2c1)N1CC2CCC(CC2)C1. RXN SMILES: [CH:1]12[CH2:2][NH:3][CH2:4][CH:5]([CH2:6][CH2:7]1)[CH2:8][CH2:9]2.[CH:25]([N:26]([CH:27]([CH3:28])[CH3:29])[CH2:30][CH3:31])([CH3:32])[CH3:33].[CH:49]([Cl:50])([Cl:51])[Cl:52].[Cl:10][c:11]1[c:12]2[cH:13][cH:14][c:15]([S:21](=[O:22])(=[O:23])[Cl:24])[cH:16][c:17]2[cH:18][cH:19][cH:20]1.[Cl:34][c:35]1[cH:36][cH:37][cH:38][c:39]2[c:40]1[cH:41][cH:42][cH:43][c:44]2[S:45]([Cl:46])(=[O:47])=[O:48]>>[CH:1]12[CH2:2][N:3]([S:21]([c:15]3[cH:14][cH:13][c:12]4[c:11]([Cl:10])[cH:20][cH:19][cH:18][c:17]4[cH:16]3)(=[O:22])=[O:23])[CH2:4][CH:5]([CH2:6][CH2:7]1)[CH2:8][CH2:9]2. Reactants: CC=1C(=CC2=C(C(CC(CO2)NC)O)C1)C (7,8-dimethyl-3-methylamino-2,3,4,5-tetrahydro-1benzoxepin-5-ol), Cl (hydrogen chloride). Reaction SMILES: [CH3:1][C:2]1[C:3]([CH3:16])=[CH:4][C:5]2[O:11][CH2:10][CH:9]([NH:12][CH3:13])[CH2:8][CH:7](O)[C:6]=2[CH:15]=1.[ClH:17]>CO>[ClH:17].[CH3:1][C:2]1[C:3]([CH3:16])=[CH:4][C:5]2[O:11][CH2:10][CH:9]([NH:12][CH3:13])[CH:8]=[CH:7][C:6]=2[CH:15]=1 |f:3.4|. Procedure: 10.0 g of 7,8-dimethyl-3-methylamino-2,3,4,5-tetrahydro-1benzoxepin-5-ol were dissolved in 50 ml of methanol saturated with hydrogen chloride, and the solution was heated at reflux for two hours with stirring. Subsequently, the solution was evaporated under vacuum; the residue was dissolved in a 25 percent aqueous ammonia solution, and the alkaline ammonia solution was worked up as described in Example 1. 7.9 g of 7,8-dimethyl-3-methylamino-2,3-dihydro-1-benzoxepine hydrochloride were obtained. ... Product: Cl.CC=1C(=CC2=C(C=CC(CO2)NC)C1)C (7,8-dimethyl-3-methylamino-2,3-dihydro-1-benzoxepine hydrochloride). Run in CO (methanol). The reactants are BrC1=CC=C(O1)C(=O)NC1=CC(=C(C=C1)OC)N1CCN(CC1)C (5-bromo-N-[4-methoxy-3-(4-methyl-1-piperazinyl)phenyl]furan-2-carboxamide), N1=CC=C(C=C1)B(O)O (4-pyridylboronic acid), C([O-])([O-])=O.[Na+].[Na+] (sodium carbonate), C(=O)([O-])[O-].[Na+].[Na+] (Na2CO3). The reagents and catalysts are C=1C=CC(=CC1)[P](C=2C=CC=CC2)(C=3C=CC=CC3)[Pd]([P](C=4C=CC=CC4)(C=5C=CC=CC5)C=6C=CC=CC6)([P](C=7C=CC=CC7)(C=8C=CC=CC8)C=9C=CC=CC9)[P](C=1C=CC=CC1)(C=1C=CC=CC1)C=1C=CC=CC1 (tetrakis(triphenylphosphine)palladium(0)). The solvent is O (water), COCCOC (DME). Product: COC1=C(C=C(C=C1)NC(=O)C=1OC(=CC1)C1=CC=NC=C1)N1CCN(CC1)C (N-[4-methoxy-3-(4-methyl-1-piperazinyl)phenyl]-5-(4-pyridyl)furan-2-carboxamide). Reaction SMILES: Br[C:2]1[O:6][C:5]([C:7]([NH:9][C:10]2[CH:15]=[CH:14][C:13]([O:16][CH3:17])=[C:12]([N:18]3[CH2:23][CH2:22][N:21]([CH3:24])[CH2:20][CH2:19]3)[CH:11]=2)=[O:8])=[CH:4][CH:3]=1.[N:25]1[CH:30]=[CH:29][C:28](B(O)O)=[CH:27][CH:26]=1.C(=O)([O-])[O-].[Na+].[Na+]>O.COCCOC.C1C=CC([P]([Pd]([P](C2C=CC=CC=2)(C2C=CC=CC=2)C2C=CC=CC=2)([P](C2C=CC=CC=2)(C2C=CC=CC=2)C2C=CC=CC=2)[P](C2C=CC=CC=2)(C2C=CC=CC=2)C2C=CC=CC=2)(C2C=CC=CC=2)C2C=CC=CC=2)=CC=1>[CH3:17][O:16][C:13]1[CH:14]=[CH:15][C:10]([NH:9][C:7]([C:5]2[O:6][C:2]([C:28]3[CH:29]=[CH:30][N:25]=[CH:26][CH:27]=3)=[CH:3][CH:4]=2)=[O:8])=[CH:11][C:12]=1[N:18]1[CH2:23][CH2:22][N:21]([CH3:24])[CH2:20][CH2:19]1 |f:2.3.4,^1:50,52,71,90|. Reported procedure: 5-bromo-N-[4-methoxy-3-(4-methyl-1-piperazinyl)phenyl]furan-2-carboxamide (0.3 g;0.76 mmol) was stirred with 4-pyridylboronic acid (0.094 g;0.76 mmol), tetrakis(triphenylphosphine)palladium(0) (0.045 g;5 mol %) and anhydrous sodium carbonate (0.089 g;0.84 mmol) in water (14 ml) and DME (14 ml) and the whole heated at reflux under Ar (18 hours). The reaction mixture was poured into 10% Na2CO3 (aq) (30 ml) and extracted into CHCl3. The organic extracts were combined, dried over Na2 SO4, filtered a...